From a dataset of the Open Reaction Database (ORD), a public repository of structured organic reaction records. describe an organic reaction: reactants, conditions, products, and yield Reactants: N1(CCCCC1)CC=1C=C(OCCCN)C=CC1 (3-[3-(Piperidinomethyl)phenoxy]propylamine), ClC=1SC2=C(N1)C=CC=C2 (2-chlorobenzthiazole). Solvent: ClCCl (dichloromethane). Conditions: time 16 hour. Product: N1(CCCCC1)CC=1C=C(OCCCNC=2SC3=C(N2)C=CC=C3)C=CC1 (2-[3-[3-(Piperidinomethyl)phenoxy]propylamino]benzthiazole). The yield is 79.0%. As a reaction SMILES: [N:1]1([CH2:7][C:8]2[CH:9]=[C:10]([CH:16]=[CH:17][CH:18]=2)[O:11][CH2:12][CH2:13][CH2:14][NH2:15])[CH2:6][CH2:5][CH2:4][CH2:3][CH2:2]1.Cl[C:20]1[S:21][C:22]2[CH:28]=[CH:27][CH:26]=[CH:25][C:23]=2[N:24]=1>ClCCl>[N:1]1([CH2:7][C:8]2[CH:9]=[C:10]([CH:16]=[CH:17][CH:18]=2)[O:11][CH2:12][CH2:13][CH2:14][NH:15][C:20]2[S:21][C:22]3[CH:28]=[CH:27][CH:26]=[CH:25][C:23]=3[N:24]=2)[CH2:6][CH2:5][CH2:4][CH2:3][CH2:2]1. Procedure: 3-[3-(Piperidinomethyl)phenoxy]propylamine (7.0 g) and 2-chlorobenzthiazole (5.26 g) were dissolved in dichloromethane to ensure good mixing. The solvent was then evaporated and the residue fused at 130° C. for 16 hours. The cooled reaction mixture was subjected to chromatography on silica (chloroform:methanol 10:1) to give the title compound as an oil (8.5 g). This was treated with maleic acid in isopropanol to give 2-[3-[3-(piperidinomethyl)phenoxy]propylamino]benzthiazole dimaleate, m.p. 113°...